Dataset: the Open Reaction Database (ORD), a public repository of structured organic reaction records. Task: describe an organic reaction: reactants, conditions, products, and yield Reactants: CN(C)c1ccccc1CC(=O)O, CI, CCCCCC, CCOC(C)=O, CC(C)[N-]C(C)C, CC(C)NC(C)C, [Li+], [Li]CCCC, C1CCOC1, O. Product: CC(C(=O)O)c1ccccc1N(C)C. As a reaction SMILES: [CH3:1][N:2]([c:3]1[c:4]([CH2:9][C:10](=[O:11])[OH:12])[cH:5][cH:6][cH:7][cH:8]1)[CH3:13].[CH3:34][I:35].[CH3:41][CH2:42][CH2:43][CH2:44][CH2:45][CH3:46].[CH3:48][CH2:49][O:50][C:51](=[O:52])[CH3:53].[CH:14]([N-:15][CH:16]([CH3:17])[CH3:18])([CH3:19])[CH3:20].[CH:27]([NH:28][CH:29]([CH3:30])[CH3:31])([CH3:32])[CH3:33].[Li+:21].[Li:22][CH2:23][CH2:24][CH2:25][CH3:26].[O:36]1[CH2:37][CH2:38][CH2:39][CH2:40]1.[OH2:47]>>[CH3:1][N:2]([c:3]1[c:4]([CH:9]([C:10](=[O:11])[OH:12])[CH3:14])[cH:5][cH:6][cH:7][cH:8]1)[CH3:13].